Dataset: the Open Reaction Database (ORD), a public repository of structured organic reaction records. Task: describe an organic reaction: reactants, conditions, products, and yield The reactants are Cl.C(C1=CC=CC=C1)OC1=C2CCCC(C2=CC=C1)C(=O)N(CC=1C=NNC1)C=1C=NC(=CC1)C(C)C (5-benzyloxy-N-(6-isopropylpyridin-3-yl)-N-[(pyrazol-4-yl)methyl]-1,2,3,4-tetrahydronaphthalene-1-carboxamide hydrochloride), ClCC1=CC=NC=C1 (4-(chloromethyl)pyridine). Yields the product C(C1=CC=CC=C1)OC1=C2CCCC(C2=CC=C1)C(=O)N(CC=1C=NN(C1)CC1=CC=NC=C1)C=1C=NC(=CC1)C(C)C (5-benzyloxy-N-(6-isopropylpyridin-3-yl)-N-{[1-(4-pyridylmethyl)pyrazol-4-yl]methyl}-1,2,3,4-tetrahydronaphthalene-1-carboxamide). Yield: 78.7%. As a reaction SMILES: Cl.[CH2:2]([O:9][C:10]1[CH:19]=[CH:18][CH:17]=[C:16]2[C:11]=1[CH2:12][CH2:13][CH2:14][CH:15]2[C:20]([N:22]([C:29]1[CH:30]=[N:31][C:32]([CH:35]([CH3:37])[CH3:36])=[CH:33][CH:34]=1)[CH2:23][C:24]1[CH:25]=[N:26][NH:27][CH:28]=1)=[O:21])[C:3]1[CH:8]=[CH:7][CH:6]=[CH:5][CH:4]=1.Cl[CH2:39][C:40]1[CH:45]=[CH:44][N:43]=[CH:42][CH:41]=1>>[CH2:2]([O:9][C:10]1[CH:19]=[CH:18][CH:17]=[C:16]2[C:11]=1[CH2:12][CH2:13][CH2:14][CH:15]2[C:20]([N:22]([C:29]1[CH:30]=[N:31][C:32]([CH:35]([CH3:37])[CH3:36])=[CH:33][CH:34]=1)[CH2:23][C:24]1[CH:25]=[N:26][N:27]([CH2:39][C:40]2[CH:45]=[CH:44][N:43]=[CH:42][CH:41]=2)[CH:28]=1)=[O:21])[C:3]1[CH:8]=[CH:7][CH:6]=[CH:5][CH:4]=1 |f:0.1|. Procedure: By the reaction and treatment in the same manner as in Example 271 using 5-benzyloxy-N-(6-isopropylpyridin-3-yl)-N-[(pyrazol-4-yl)methyl]-1,2,3,4-tetrahydronaphthalene-1-carboxamide hydrochloride (0.77 g) and 4-(chloromethyl)pyridine (0.49 g) as starting materials, 5-benzyloxy-N-(6-isopropylpyridin-3-yl)-N-{[1-(4-pyridylmethyl)pyrazol-4-yl]methyl}-1,2,3,4-tetrahydronaphthalene-1-carboxamide (0.67 g) was obtained. By the reaction and treatment of this compound in the same manner as in Example 139... Reactants: CCOC(C)=O, CCCCCC, C#Cc1ccccc1-c1c(C=CCCC)c(C(C)C)nc(C(C)C)c1C(=O)OCC. Product: C#Cc1ccccc1-c1c(C=CCCC)c(C(C)C)nc(C(C)C)c1CO. Reaction SMILES: [C:37]([O:38][CH2:39][CH3:40])(=[O:41])[CH3:42].[CH3:31][CH2:32][CH2:33][CH2:34][CH2:35][CH3:36].[CH:1]([CH3:2])([CH3:3])[c:4]1[n:5][c:6]([CH:28]([CH3:29])[CH3:30])[c:7]([CH:23]=[CH:24][CH2:25][CH2:26][CH3:27])[c:8](-[c:15]2[c:16]([C:21]#[CH:22])[cH:17][cH:18][cH:19][cH:20]2)[c:9]1[C:10](=[O:11])[O:12][CH2:13][CH3:14]>>[CH:1]([CH3:2])([CH3:3])[c:4]1[n:5][c:6]([CH:28]([CH3:29])[CH3:30])[c:7]([CH:23]=[CH:24][CH2:25][CH2:26][CH3:27])[c:8](-[c:15]2[c:16]([C:21]#[CH:22])[cH:17][cH:18][cH:19][cH:20]2)[c:9]1[CH2:10][OH:11].